This data is from the Open Reaction Database (ORD), a public repository of structured organic reaction records. The task is: describe an organic reaction: reactants, conditions, products, and yield The reactants are CN1CCOCC1, CCCCC(=O)O, CCN=C=NCCCN(C)C, CNOC, ClCCl, Cl, Cl, On1nnc2ccccc21. Yields the product CCCCC(=O)N(C)OC. RXN SMILES: [CH3:13][N:14]1[CH2:15][CH2:16][O:17][CH2:18][CH2:19]1.[CH3:1][CH2:2][CH2:3][CH2:4][C:5]([OH:6])=[O:7].[CH3:20][N:21]([CH3:22])[CH2:23][CH2:24][CH2:25][N:26]=[C:27]=[N:28][CH2:29][CH3:30].[CH3:9][NH:10][O:11][CH3:12].[Cl:42][CH2:43][Cl:44].[ClH:31].[ClH:8].[OH:32][n:33]1[c:34]2[c:35]([cH:36][cH:37][cH:38][cH:39]2)[n:40][n:41]1>>[CH3:1][CH2:2][CH2:3][CH2:4][C:5](=[O:7])[N:10]([CH3:9])[O:11][CH3:12]. The reactants are O1C(CCCC1)OC1COC2C1OCC2=O (6-((tetrahydro-2H-pyran-2-yl)oxy)tetrahydrofuro[3,2-b]furan-3(2H)-one), N (NH3), [BH4-].[Na+] (NaBH4). Reagents/catalysts: CC([O-])C.[Ti+4].CC([O-])C.CC([O-])C.CC([O-])C (titanium isopropoxide). Run in CO (MeOH). Conditions: time 8 hour. Yields the product O1C(CCCC1)OC1COC2C1OCC2N (6-((tetrahydro-2H-pyran-2-yl)oxy)hexahydrofuro[3,2-b]furan-3-amine). RXN SMILES: [O:1]1[CH2:6][CH2:5][CH2:4][CH2:3][CH:2]1[O:7][CH:8]1[CH:12]2[O:13][CH2:14][C:15](=O)[CH:11]2[O:10][CH2:9]1.[NH3:17].[BH4-].[Na+]>CO.CC(C)[O-].[Ti+4].CC(C)[O-].CC(C)[O-].CC(C)[O-]>[O:1]1[CH2:6][CH2:5][CH2:4][CH2:3][CH:2]1[O:7][CH:8]1[CH:12]2[O:13][CH2:14][CH:15]([NH2:17])[CH:11]2[O:10][CH2:9]1 |f:2.3,5.6.7.8.9|. Reported procedure: To a solution of 6-((tetrahydro-2H-pyran-2-yl)oxy)tetrahydrofuro[3,2-b]furan-3(2H)-one (3.5 g, 15.3 mmol) in a solution of NH3 in MeOH (30 mL, 7 M) was added titanium isopropoxide (10.9 g, 38.3 mmol) at rt, and then the mixture was stirred at rt overnight. To the reaction mixture was added NaBH4 (1.16 g, 30.6 mmol) slowly at rt, and the mixture was stirred at rt for another 10 h and then quenched with H2O (50 mL). The resulting mixture was filtered and washed with EtOAc (50 mL). The filtrate was... The reactants are N[C@@H]1CC[C@H](CC1)NC1=NC=C(C(=C1)C1=NC(=CC=C1Cl)NCC1CC(OCC1)(C)C)Cl (N2′-(trans-4-aminocyclohexyl)-3,5′-dichloro-N6-((2,2-dimethyltetrahydro-2H-pyran-4-yl)methyl)-2,4′-bipyridine-2′,6-diamine), FC([C@@H]1CO1)(F)F ((S)-(−)-3,3,3-trifluoro-1,2-epoxypropane). Solvent: CC(C)O (2-propanol). Conditions: temperature 70 celsius, time 2 hour. Yields the product ClC=1C(=NC(=CC1)NCC1CC(OCC1)(C)C)C1=CC(=NC=C1Cl)N[C@@H]1CC[C@H](CC1)NC[C@@H](C(F)(F)F)O ((2S)-3-(trans-4-(3,5′-dichloro-6-((2,2-dimethyltetrahydro-2H-pyran-4-yl)methyl)amino-2,4′-bipyridin-2′-yl-amino)cyclohexylamino)-1,1,1-trifluoropropan-2-ol). Isolated yield 38.5%. As a reaction SMILES: [NH2:1][C@H:2]1[CH2:7][CH2:6][C@H:5]([NH:8][C:9]2[CH:14]=[C:13]([C:15]3[C:20]([Cl:21])=[CH:19][CH:18]=[C:17]([NH:22][CH2:23][CH:24]4[CH2:29][CH2:28][O:27][C:26]([CH3:31])([CH3:30])[CH2:25]4)[N:16]=3)[C:12]([Cl:32])=[CH:11][N:10]=2)[CH2:4][CH2:3]1.[F:33][C:34]([F:39])([F:38])[C@H:35]1[O:37][CH2:36]1>CC(O)C>[Cl:21][C:20]1[C:15]([C:13]2[C:12]([Cl:32])=[CH:11][N:10]=[C:9]([NH:8][C@H:5]3[CH2:6][CH2:7][C@H:2]([NH:1][CH2:36][C@H:35]([OH:37])[C:34]([F:39])([F:38])[F:33])[CH2:3][CH2:4]3)[CH:14]=2)=[N:16][C:17]([NH:22][CH2:23][CH:24]2[CH2:29][CH2:28][O:27][C:26]([CH3:30])([CH3:31])[CH2:25]2)=[CH:18][CH:19]=1. Procedure details: To a solution of N2′-(trans-4-aminocyclohexyl)-3,5′-dichloro-N6-((2,2-dimethyltetrahydro-2H-pyran-4-yl)methyl)-2,4′-bipyridine-2′,6-diamine (19 mg, 0.040 mmol) in 2-propanol (0.3 mL) was added (S)-(−)-3,3,3-trifluoro-1,2-epoxypropane (3.4 uL, 0.040 mmol). The mixture was stirred at 70° C. for 2 hr. The reaction mixture was concentrated. The resulting residue was purified by reverse phase HPLC and lyophilized to give 9.1 mg of (2S)-3-(trans-4-(3,5′-dichloro-6-((2,2-dimethyltetrahydro-2H-pyran-4-y... Starting materials: CCOC(=O)CCCCc1cc(-c2ccccc2NC(C)=O)on1, Cl. Product: CC(=O)Nc1ccccc1-c1cc(CCCCC(=O)O)no1. Reaction SMILES: [CH2:1]([CH3:2])[O:3][C:4]([CH2:5][CH2:6][CH2:7][CH2:8][c:9]1[n:10][o:11][c:12](-[c:14]2[c:15]([NH:20][C:21]([CH3:22])=[O:23])[cH:16][cH:17][cH:18][cH:19]2)[cH:13]1)=[O:24].[ClH:25]>>[O:3]=[C:4]([CH2:5][CH2:6][CH2:7][CH2:8][c:9]1[n:10][o:11][c:12](-[c:14]2[c:15]([NH:20][C:21]([CH3:22])=[O:23])[cH:16][cH:17][cH:18][cH:19]2)[cH:13]1)[OH:24]. Starting materials: [N+](=O)([O-])C1=CC2=C(N=CN2)C=C1 (5-nitrobenzimidazole), S(=O)(=O)([O-])[O-].[Ca+2] (calcium sulfate), C(CC(=O)C)(=O)OCC (ethyl acetoacetate), O (H2O). Product: N1=CNC2=C1C=CC(=C2)N\C(=C/C(=O)OCC)\C (Ethyl 3-(5-Benzimidazolylamino)crotonate). As a reaction SMILES: [N+:1]([C:4]1[CH:12]=[CH:11][C:7]2[N:8]=[CH:9][NH:10][C:6]=2[CH:5]=1)([O-])=O.O.[C:14]([O:20][CH2:21][CH3:22])(=[O:19])[CH2:15][C:16]([CH3:18])=O.S([O-])([O-])(=O)=O.[Ca+2]>C(O)C.[Pd].CC(O)=O>[N:8]1[C:7]2[CH:11]=[CH:12][C:4]([NH:1]/[C:16](/[CH3:18])=[CH:15]\[C:14]([O:20][CH2:21][CH3:22])=[O:19])=[CH:5][C:6]=2[NH:10][CH:9]=1 |f:3.4|. Procedure: An 82 g. (0.5 mole) sample of 5-nitrobenzimidazole in 900 ml of ethanol was reduced over 4 g. of 5% Pd/C catalyst containing 50% H2O. After a pressure drop of 108 lb. (calcd. 106 lb.), the reduction stopped. After filtration of the catalyst, 65 g. (0.5 mole) of ethyl acetoacetate, 20 g. of anhydrous calcium sulfate, and 0.5 ml of HOAc was added. After filtration of the anhydrous calcium sulfate the solution was concentrated in vacuo till till a solid remained. The product was filtered and washed... Run in CC(=O)O (HOAc), C(C)O (ethanol). Reagents/catalysts: [Pd] (Pd/C). Reactants: S(O)(O)(=O)=O (Sulfuric acid), C1(CCCCC1)=O (cyclohexanone), II (iodine), BrCC(=O)OCC (ethyl bromoacetate). Reagents/catalysts: [Zn] (zinc). The solvent is C1CCOC1 (THF). Product: C(C)OC(CC1(CCCCC1)O)=O (Ethyl(1-hydroxycyclohexyl)acetate). The yield is 95.2%. Reaction SMILES: [C:1]1(=[O:7])[CH2:6][CH2:5][CH2:4][CH2:3][CH2:2]1.II.Br[CH2:11][C:12]([O:14][CH2:15][CH3:16])=[O:13].S(=O)(=O)(O)O>C1COCC1.[Zn]>[CH2:15]([O:14][C:12](=[O:13])[CH2:11][C:1]1([OH:7])[CH2:6][CH2:5][CH2:4][CH2:3][CH2:2]1)[CH3:16]. Procedure details: To a solution of cyclohexanone (9.52 g, 97.0 mmol), a zinc powder (7.6 g, 116.4 mmol) and a small amount of iodine in THF (100 ml) was added dropwise ethyl bromoacetate (11.8 ml, 106.7 mmol) under a nitrogen atmosphere, and the mixture was heated under reflux for 5 hrs. 10% Sulfuric acid (100 ml) was carefully added under ice-cooling, and the mixture was extracted with ethyl acetate. The extract was washed with saturated aqueous sodium hydrogen carbonate solution, dried over anhydrous MgSO4, and... Reactants: ethyl ester, [H-].C(C(C)C)[Al+]CC(C)C (diisobutyl aluminum hydride), BrC1=CC=C(C=C1)NC(NC=1SC=C(N1)C=CC(=O)OCC)=O (ethyl 3-[2-(3-p-bromophenylureido)thiazol-4-yl]acrylate), BrC1=CC=C(C=C1)NC(NC=1SC=C(N1)C=O)=O (2-(3-p-bromophenylureido)thiazole-4-carbaldehyde), C(C)OC(=O)C=P(C1=CC=CC=C1)(C1=CC=CC=C1)C1=CC=CC=C1 (ethoxycarbonylmethylenetriphenylphosphorane). Solvent: O1CCCC1 (tetrahydrofuran), CCCCCC (hexane), O1CCCC1 (tetrahydrofuran). The product is BrC1=CC=C(C=C1)NC(NC=1SC=C(N1)/C=C/CO)=O ((E)-3-[2-(3-p-Bromophenylureido)thiazol-4-yl]allyl alcohol). Reaction SMILES: [Br:1][C:2]1[CH:7]=[CH:6][C:5]([NH:8][C:9](=[O:23])[NH:10][C:11]2[S:12][CH:13]=[C:14]([CH:16]=[CH:17][C:18](OCC)=[O:19])[N:15]=2)=[CH:4][CH:3]=1.BrC1C=CC(NC(=O)NC2SC=C(C=O)N=2)=CC=1.C(OC(C=P(C1C=CC=CC=1)(C1C=CC=CC=1)C1C=CC=CC=1)=O)C.[H-].C([Al+]CC(C)C)C(C)C>O1CCCC1.CCCCCC>[Br:1][C:2]1[CH:3]=[CH:4][C:5]([NH:8][C:9](=[O:23])[NH:10][C:11]2[S:12][CH:13]=[C:14](/[CH:16]=[CH:17]/[CH2:18][OH:19])[N:15]=2)=[CH:6][CH:7]=1 |f:3.4|. Procedure: Following a procedure similar to that described in Preparation 48, crude ethyl 3-[2-(3-p-bromophenylureido)thiazol-4-yl]acrylate was prepared from 1 g of 2-(3-p-bromophenylureido)thiazole-4-carbaldehyde, 1.2 g of ethoxycarbonylmethylenetriphenylphosphorane and 20 ml of tetrahydrofuran. Subsequently. following a procedure similar to that described in Preparation 49, the desired compound was prepared from 1.1 g of the above crude ethyl ester, 14 ml of a 1M hexane solution of diisobutyl aluminum hy...